Dataset: the Open Reaction Database (ORD), a public repository of structured organic reaction records. Task: describe an organic reaction: reactants, conditions, products, and yield Starting materials: CO, CN(C(=O)NCc1cccc(F)c1Cl)C(COC(=O)Nc1cc(-c2cccc(F)c2)no1)CC(F)(F)CN=[N+]=[N-], [H][H]. The product is CN(C(=O)NCc1cccc(F)c1Cl)C(COC(=O)Nc1cc(-c2cccc(F)c2)no1)CC(F)(F)CN. RXN SMILES: [CH3:43][OH:44].[F:1][c:2]1[cH:3][c:4](-[c:8]2[n:9][o:10][c:11]([NH:13][C:14]([O:15][CH2:16][CH:17]([CH2:18][C:19]([CH2:20][N:21]=[N+:22]=[N-:23])([F:24])[F:25])[N:26]([C:27](=[O:28])[NH:29][CH2:30][c:31]3[c:32]([Cl:38])[c:33]([F:37])[cH:34][cH:35][cH:36]3)[CH3:39])=[O:40])[cH:12]2)[cH:5][cH:6][cH:7]1.[H:41][H:42]>>[F:1][c:2]1[cH:3][c:4](-[c:8]2[n:9][o:10][c:11]([NH:13][C:14]([O:15][CH2:16][CH:17]([CH2:18][C:19]([CH2:20][NH2:21])([F:24])[F:25])[N:26]([C:27](=[O:28])[NH:29][CH2:30][c:31]3[c:32]([Cl:38])[c:33]([F:37])[cH:34][cH:35][cH:36]3)[CH3:39])=[O:40])[cH:12]2)[cH:5][cH:6][cH:7]1. As a reaction SMILES: [Br:24][CH2:25][C:26](=[O:27])[O:28][CH2:29][CH3:30].[CH3:31][N:32]([CH3:33])[CH:34]=[O:35].[Cl:1][c:2]1[cH:3][cH:4][c:5]([CH2:6][n:7]2[c:8](=[O:19])[nH:9][c:10]3[c:11]([c:12]2=[O:13])[c:14]([CH3:18])[c:15]([CH3:17])[s:16]3)[cH:20][cH:21]1.[H-:22].[Na+:23]>>[Cl:1][c:2]1[cH:3][cH:4][c:5]([CH2:6][n:7]2[c:8](=[O:19])[n:9]([CH2:25][C:26](=[O:27])[O:28][CH2:29][CH3:30])[c:10]3[c:11]([c:12]2=[O:13])[c:14]([CH3:18])[c:15]([CH3:17])[s:16]3)[cH:20][cH:21]1. The product is CCOC(=O)Cn1c(=O)n(Cc2ccc(Cl)cc2)c(=O)c2c(C)c(C)sc21. Reactants: CCOC(=O)CBr, CN(C)C=O, Cc1sc2[nH]c(=O)n(Cc3ccc(Cl)cc3)c(=O)c2c1C, [H-], [Na+].